This data is from the Open Reaction Database (ORD), a public repository of structured organic reaction records. The task is: describe an organic reaction: reactants, conditions, products, and yield The reactants are FC(F)(F)c1ccc(Br)cc1, CNC1CCCCC1NC, Cc1ccccc1, ClCCl, [Cu]I, [K+], [K+], [K+], O=P([O-])([O-])[O-], COC(=O)c1ccc2[nH]ccc2c1. Yields the product COC(=O)c1ccc2c(ccn2-c2ccc(C(F)(F)F)cc2)c1. Reaction SMILES: [Br:14][c:15]1[cH:16][cH:17][c:18]([C:21]([F:22])([F:23])[F:24])[cH:19][cH:20]1.[CH3:25][NH:26][CH:27]1[CH2:28][CH2:29][CH2:30][CH2:31][CH:32]1[NH:33][CH3:34].[CH3:43][c:44]1[cH:45][cH:46][cH:47][cH:48][cH:49]1.[Cl:50][CH2:51][Cl:52].[Cu:53][I:54].[K+:40].[K+:41].[K+:42].[P:35]([O-:36])([O-:37])([O-:38])=[O:39].[nH:1]1[cH:2][cH:3][c:4]2[cH:5][c:6]([C:10](=[O:11])[O:12][CH3:13])[cH:7][cH:8][c:9]12>>[n:1]1(-[c:15]2[cH:16][cH:17][c:18]([C:21]([F:22])([F:23])[F:24])[cH:19][cH:20]2)[cH:2][cH:3][c:4]2[cH:5][c:6]([C:10](=[O:11])[O:12][CH3:13])[cH:7][cH:8][c:9]12.